This data is from the Open Reaction Database (ORD), a public repository of structured organic reaction records. The task is: describe an organic reaction: reactants, conditions, products, and yield The reactants are CN(C)C=O, ClCCl, OCCCNc1nc2cc(-c3ccccc3C(F)(F)F)ccc2n2c(I)cnc12, [Na+], [Na+], O=C([O-])[O-], OB(O)c1ccn[nH]1. The product is OCCCNc1nc2cc(-c3ccccc3C(F)(F)F)ccc2n2c(-c3ccn[nH]3)cnc12. RXN SMILES: [CH3:47][N:48]([CH3:49])[CH:50]=[O:51].[Cl:30][CH2:31][Cl:32].[I:1][c:2]1[cH:3][n:4][c:5]2[n:6]1[c:7]1[cH:8][cH:9][c:10](-[c:20]3[c:21]([C:26]([F:27])([F:28])[F:29])[cH:22][cH:23][cH:24][cH:25]3)[cH:11][c:12]1[n:13][c:14]2[NH:15][CH2:16][CH2:17][CH2:18][OH:19].[Na+:41].[Na+:42].[O-:43][C:44](=[O:45])[O-:46].[nH:33]1[n:34][cH:35][cH:36][c:37]1[B:38]([OH:39])[OH:40]>>[c:2]1(-[c:37]2[nH:33][n:34][cH:35][cH:36]2)[cH:3][n:4][c:5]2[n:6]1[c:7]1[cH:8][cH:9][c:10](-[c:20]3[c:21]([C:26]([F:27])([F:28])[F:29])[cH:22][cH:23][cH:24][cH:25]3)[cH:11][c:12]1[n:13][c:14]2[NH:15][CH2:16][CH2:17][CH2:18][OH:19].